Task: describe an organic reaction: reactants, conditions, products, and yield. Dataset: the Open Reaction Database (ORD), a public repository of structured organic reaction records Reactants: CCO, O=[Pt], O=C([O-])CCCCN=Cc1ccc[nH]1. Yields the product O=C1CCCCN1Cc1ccc[nH]1. As a reaction SMILES: [CH3:17][CH2:18][OH:19].[Pt:15]=[O:16].[nH:1]1[c:2]([CH:6]=[N:7][CH2:8][CH2:9][CH2:10][CH2:11][C:12](=[O:13])[O-:14])[cH:3][cH:4][cH:5]1>>[nH:1]1[c:2]([CH2:6][N:7]2[CH2:8][CH2:9][CH2:10][CH2:11][C:12]2=[O:14])[cH:3][cH:4][cH:5]1. Reactants: OCCOCN1C=2N=C(NC(C2N=C1)=O)N (9-(2-hydroxyethoxymethyl)guanine), C(=O)O (formic acid). Solvent: CCOCC (ether). Product: C(=O)OCCOCN1C=2N=C(NC(C2N=C1)=O)N (9-(2-formyloxyethoxymethyl)guanine). RXN SMILES: [OH:1][CH2:2][CH2:3][O:4][CH2:5][N:6]1[CH:14]=[N:13][C:12]2[C:11](=[O:15])[NH:10][C:9]([NH2:16])=[N:8][C:7]1=2.[CH:17](O)=[O:18]>CCOCC>[CH:17]([O:1][CH2:2][CH2:3][O:4][CH2:5][N:6]1[CH:14]=[N:13][C:12]2[C:11](=[O:15])[NH:10][C:9]([NH2:16])=[N:8][C:7]1=2)=[O:18]. Procedure: A solution of 9-(2-hydroxyethoxymethyl)guanine (4.73 g) in 97% formic acid (24 ml) was stirred at room temperature overnight. The amber solution was diluted with about 200 ml of dry ether and chilled. The resulting white precipitate was filtered, dried and recrystallized from dry dimethylformamide to give 9-(2-formyloxyethoxymethyl)guanine (3.6 g, m.p. 225°-227° C.). The reactants are ClC1=C(C=NC2=CC(=C(C=C12)OC)C=1C(=NOC1C)C)[N+](=O)[O-] (4-chloro-7-(3,5-dimethyl-4-isoxazolyl)-6-(methoxy)-3-nitroquinoline), ClC1=C(C=NC2=CC(=C(C=C12)OC)C=1C(=NOC1C)C)[N+](=O)[O-] (4-chloro-7-(3,5-dimethyl-4-isoxazolyl)-6-(methoxy)-3-nitroquinoline), NCC1=NC=CC=C1 (2-aminomethylpyridine). Solvent: CC#N (CH3CN). Run at temperature 60 celsius. Yields the product CC1=NOC(=C1C1=C(C=C2C(=C(C=NC2=C1)[N+](=O)[O-])NCC1=NC=CC=C1)OC)C (7-(3,5-dimethyl-4-isoxazolyl)-6-(methoxy)-3-nitro-N-(2-pyridinylmethyl)-4-quinolinamine). RXN SMILES: Cl[C:2]1[C:11]2[C:6](=[CH:7][C:8]([C:14]3[C:15]([CH3:20])=[N:16][O:17][C:18]=3[CH3:19])=[C:9]([O:12][CH3:13])[CH:10]=2)[N:5]=[CH:4][C:3]=1[N+:21]([O-:23])=[O:22].[NH2:24][CH2:25][C:26]1[CH:31]=[CH:30][CH:29]=[CH:28][N:27]=1>CC#N>[CH3:20][C:15]1[C:14]([C:8]2[CH:7]=[C:6]3[C:11]([C:2]([NH:24][CH2:25][C:26]4[CH:31]=[CH:30][CH:29]=[CH:28][N:27]=4)=[C:3]([N+:21]([O-:23])=[O:22])[CH:4]=[N:5]3)=[CH:10][C:9]=2[O:12][CH3:13])=[C:18]([CH3:19])[O:17][N:16]=1. Reported procedure: A mixture of 4-chloro-7-(3,5-dimethyl-4-isoxazolyl)-6-(methoxy)-3-nitroquinoline (for a preparation see Intermediate 18, 2.5 g, 7.5 mmol) and 2-aminomethylpyridine (2 eq, 1.41 g) in CH3CN (30 ml) was heated at 60° C. for 2 h. The mixture was extracted with DCM. The organic phase washed with saturated aqueous sodium hydrogen carbonate and dried over Na2SO4. The solvent was evaporated under reduced pressure and the residue taken up in diethyl ether. The precipitate was filtered off and dried in va...